Task: describe an organic reaction: reactants, conditions, products, and yield. Dataset: the Open Reaction Database (ORD), a public repository of structured organic reaction records The reactants are Fc1ccc(Br)cn1, CC(C)(C)OC(=O)NC1CCNC1. The product is CC(C)(C)OC(=O)NC1CCN(c2ccc(Br)cn2)C1. RXN SMILES: [Br:1][c:2]1[cH:3][cH:4][c:5]([F:8])[n:6][cH:7]1.[C:9]([CH3:10])([CH3:11])([CH3:12])[O:13][C:14]([NH:15][CH:16]1[CH2:17][NH:18][CH2:19][CH2:20]1)=[O:21]>>[Br:1][c:2]1[cH:3][cH:4][c:5]([N:18]2[CH2:17][CH:16]([NH:15][C:14]([O:13][C:9]([CH3:10])([CH3:11])[CH3:12])=[O:21])[CH2:20][CH2:19]2)[n:6][cH:7]1. Starting materials: FC(S(=O)(=O)OC1=CC=C(C=2C(CCCC12)=O)F)(F)F (4-fluoro-5-oxo-5,6,7,8-tetrahydro-1-naphthalenyl trifluoromethanesulfonate), C1=CC=C(C=C1)P(C2=CC=CC=C2)C3=C(C4=CC=CC=C4C=C3)C5=C(C=CC6=CC=CC=C65)P(C7=CC=CC=C7)C8=CC=CC=C8 ((R)-(+)-2,2′-bis(diphenylphosphino)-1,1′-binaphthyl), CC(C)([O-])C.[Na+] (sodium tert-butoxide), C(C1=CC=CC=C1)N (benzyl amine). Reagents/catalysts: C=1C=CC(=CC1)/C=C/C(=O)/C=C/C2=CC=CC=C2.C=1C=CC(=CC1)/C=C/C(=O)/C=C/C2=CC=CC=C2.C=1C=CC(=CC1)/C=C/C(=O)/C=C/C2=CC=CC=C2.[Pd].[Pd] (tris(dibenzylideneacetone)dipalladium(0)). Run in C1(=CC=CC=C1)C (toluene), C1(=CC=CC=C1)C (toluene), O (water). Run at temperature 85 celsius, time 1 hour. Product: C(C1=CC=CC=C1)NC1=C2CCCC(C2=C(C=C1)F)=O (5-(benzylamino)-8-fluoro-3,4-dihydro-1(2H)-naphthalenone). Reaction SMILES: C1C=CC(P(C2C=CC3C(=CC=CC=3)C=2C2C3C(=CC=CC=3)C=CC=2P(C2C=CC=CC=2)C2C=CC=CC=2)C2C=CC=CC=2)=CC=1.CC(C)([O-])C.[Na+].[CH2:53]([NH2:60])[C:54]1[CH:59]=[CH:58][CH:57]=[CH:56][CH:55]=1.FC(F)(F)S(O[C:67]1[C:76]2[CH2:75][CH2:74][CH2:73][C:72](=[O:77])[C:71]=2[C:70]([F:78])=[CH:69][CH:68]=1)(=O)=O>C1(C)C=CC=CC=1.C1C=CC(/C=C/C(/C=C/C2C=CC=CC=2)=O)=CC=1.C1C=CC(/C=C/C(/C=C/C2C=CC=CC=2)=O)=CC=1.C1C=CC(/C=C/C(/C=C/C2C=CC=CC=2)=O)=CC=1.[Pd].[Pd].O>[CH2:53]([NH:60][C:67]1[CH:68]=[CH:69][C:70]([F:78])=[C:71]2[C:76]=1[CH2:75][CH2:74][CH2:73][C:72]2=[O:77])[C:54]1[CH:59]=[CH:58][CH:57]=[CH:56][CH:55]=1 |f:1.2,6.7.8.9.10|. Procedure: A mixture of tris(dibenzylideneacetone)dipalladium(0) (0.36 g, 0.34 mmol) under nitrogen in toluene (136 mL) was treated with (R)-(+)-2,2′-bis(diphenylphosphino)-1,1′-binaphthyl (0.96 g, 1.5 mmol), treated with sodium tert-butoxide (0.98 g, 10 mmol), treated with benzyl amine (1.1 mL, 10 mmol), warmed to 85° C., treated dropwise over 45 minutes with a solution of Example 44B (2.1 g, 6.8 mmol) in toluene (30 mL), stirred at 85° C. for 1 hour and treated with water (50 mL). The organic layer was i...